From a dataset of the Open Reaction Database (ORD), a public repository of structured organic reaction records. describe an organic reaction: reactants, conditions, products, and yield Reactants: ClC1=NC2=CC=C(C=C2C(=N1)O)I (2-Chloro-6-iodoquinazolin-4-ol), CC[O-].[Na+] (NaOEt). The solvent is CCO (EtOH). Conditions: temperature 20 celsius. Yields the product C(C)OC1=NC2=CC=C(C=C2C(=N1)O)I (2-Ethoxy-6-iodoquinazolin-4-ol). The yield is 84.2%. Reaction SMILES: Cl[C:2]1[N:11]=[C:10]([OH:12])[C:9]2[C:4](=[CH:5][CH:6]=[C:7]([I:13])[CH:8]=2)[N:3]=1.[CH3:14][CH2:15][O-:16].[Na+]>CCO>[CH2:15]([O:16][C:2]1[N:11]=[C:10]([OH:12])[C:9]2[C:4](=[CH:5][CH:6]=[C:7]([I:13])[CH:8]=2)[N:3]=1)[CH3:14] |f:1.2|. Procedure: 2-Chloro-6-iodoquinazolin-4-ol (3.5 g, 11.42 mmol) was suspended in EtOH and treated with an ethanolic solution of NaOEt (21%, 12.8 ml, 34.3 mmol). The mixture was irradiated at 150° C. in a microwave for 2 h, then was cooled to 20° C. The precipitated product was collected by filtration, and washed with aqueous HCl (1 N) and water. After drying under vacuum, the title compound (3.04 g, 84%) was obtained as a yellow solid. LCMS (ES+) m/z 317 (M+H)+. Starting materials: COC(C1=C(C(=CC=C1)O)O)=O (2,3-dihydroxybenzoic acid methyl ester), BrCCCCCCCCCCCCCCCCCC (1-bromooctadecane), C([O-])([O-])=O.[K+].[K+] (potassium carbonate). Run in CC(=O)C (acetone), CN(C)C=O (DMF). The product is COC(C1=C(C(=CC=C1)OCCCCCCCCCCCCCCCCCC)O)=O (2-hydroxy-3-(octadecyloxy)benzoic acid methyl ester). Isolated yield 16.0%. RXN SMILES: [CH3:1][O:2][C:3](=[O:12])[C:4]1[CH:9]=[CH:8][CH:7]=[C:6]([OH:10])[C:5]=1[OH:11].Br[CH2:14][CH2:15][CH2:16][CH2:17][CH2:18][CH2:19][CH2:20][CH2:21][CH2:22][CH2:23][CH2:24][CH2:25][CH2:26][CH2:27][CH2:28][CH2:29][CH2:30][CH3:31].C(=O)([O-])[O-].[K+].[K+]>CC(C)=O.CN(C=O)C>[CH3:1][O:2][C:3](=[O:12])[C:4]1[CH:9]=[CH:8][CH:7]=[C:6]([O:10][CH2:31][CH2:30][CH2:29][CH2:28][CH2:27][CH2:26][CH2:25][CH2:24][CH2:23][CH2:22][CH2:21][CH2:20][CH2:19][CH2:18][CH2:17][CH2:16][CH2:15][CH3:14])[C:5]=1[OH:11] |f:2.3.4|. Procedure details: A mixture of 1.0 g (5.95 mmol) of 2,3-dihydroxybenzoic acid methyl ester, 1.98 g (5.95 mmol) of 1-bromooctadecane and 0.825 g (5.95 mmol) of potassium carbonate in 20 ml of acetone and 4 ml of DMF was stirred at reflux for 40 hours. The usual workup followed by purification by chromatography on 40 g of silica gel (230-400 mesh) using 50% toluene-hexane gave 0.40 g (16% yield, mp 57°-60°) of 2-hydroxy-3-(octadecyloxy)benzoic acid methyl ester. The structure was established by nmr and mass spectra... Reactants: mixture, C1(=CC=CC=C1)C(C1=CC=CC=C1)OC(\C(=C(\C)/OC)\N1C(C(C1SS(=O)(=O)C1=CC=C(C=C1)[N+](=O)[O-])NC(COC1=CC=CC=C1)=O)=O)=O (2-[4-(p-nitrobenzenesulphonylthio)-3-phenoxyacetamido-2-oxoazetidin-1-yl]-3-methoxy-crotonic acid diphenylmethyl ester), C(\C=C/C)(=O)O (isocrotonic acid), N12CCCN=CC2CCCC1 (1,5-diazabicyclo[5.4.0]undec- 5-ene). Run in O1CCCC1 (tetrahydrofurane), C1=CC=CC=C1 (benzene). Product: C1(=CC=CC=C1)C(C1=CC=CC=C1)OC(=O)C1C(=CS[C@H]2N1C([C@H]2NC(COC2=CC=CC=C2)=O)=O)OC (7β-phenoxyacetamido-3-methoxy-ceph-2-em-4-carboxylic acid diphenylmethyl ester). RXN SMILES: [C:1]1([CH:7]([O:14][C:15](=[O:50])/[C:16](/[N:21]2[CH:24]([S:25]S(C3C=CC([N+]([O-])=O)=CC=3)(=O)=O)[CH:23]([NH:38][C:39](=[O:48])[CH2:40][O:41][C:42]3[CH:47]=[CH:46][CH:45]=[CH:44][CH:43]=3)[C:22]2=[O:49])=[C:17](\[O:19][CH3:20])/[CH3:18])[C:8]2[CH:13]=[CH:12][CH:11]=[CH:10][CH:9]=2)[CH:6]=[CH:5][CH:4]=[CH:3][CH:2]=1.C(O)(=O)/C=C\C.N12CCCCC1C=NCCC2>O1CCCC1.C1C=CC=CC=1>[C:8]1([CH:7]([O:14][C:15]([CH:16]2[N:21]3[C:22](=[O:49])[C@@H:23]([NH:38][C:39](=[O:48])[CH2:40][O:41][C:42]4[CH:47]=[CH:46][CH:45]=[CH:44][CH:43]=4)[C@H:24]3[S:25][CH:18]=[C:17]2[O:19][CH3:20])=[O:50])[C:1]2[CH:2]=[CH:3][CH:4]=[CH:5][CH:6]=2)[CH:9]=[CH:10][CH:11]=[CH:12][CH:13]=1. Procedure: A solution of 367 mg (0.5 mM) of a mixture consisting of 2-[4-(p-nitrobenzenesulphonylthio)-3-phenoxyacetamido-2-oxoazetidin-1-yl]-3-methoxy-crotonic acid diphenylmethyl ester and the corresponding isocrotonic acid dihenylmethyl ester, and 152 mg (1.0 mM) of 1,5-diazabicyclo[5.4.0]undec- 5-ene in 10 ml of dry tetrahydrofurane is stirred for 40 minutes at room temperature. The reaction mixture is diluted with benzene, washed successively with dilute hydrochloric acid, water and dilute aqueous sod... Yields the product C(C1=CC=CC=C1)OC=1C=C(C=CC1CC1=CC=C(C=C1)CC)CC(=O)O ([3-benzyloxy-4-(4-ethylbenzyl)phenyl]acetic acid). Run in C(C)O (ethanol). Reaction SMILES: [CH2:1]([O:8][C:9]1[CH:10]=[C:11]([CH2:24][C:25]#N)[CH:12]=[CH:13][C:14]=1[CH2:15][C:16]1[CH:21]=[CH:20][C:19]([CH2:22][CH3:23])=[CH:18][CH:17]=1)[C:2]1[CH:7]=[CH:6][CH:5]=[CH:4][CH:3]=1.[OH-:27].[K+].Cl.[OH2:30]>C(O)C>[CH2:1]([O:8][C:9]1[CH:10]=[C:11]([CH2:24][C:25]([OH:30])=[O:27])[CH:12]=[CH:13][C:14]=1[CH2:15][C:16]1[CH:21]=[CH:20][C:19]([CH2:22][CH3:23])=[CH:18][CH:17]=1)[C:2]1[CH:7]=[CH:6][CH:5]=[CH:4][CH:3]=1 |f:1.2|. Reported procedure: To a mixture of [3-benzyloxy-4-(4-ethylbenzyl)-phenyl]acetonitrile (0.41 g) in ethanol (5 mL) and water (10 mL) was added potassium hydroxide (0.68 g), and the mixture was heated under reflux for 4 hours. The reaction mixture was acidified by adding 2 mol/L aqueous hydrochloric acid solution, and the mixture was extracted with diethyl ether. The organic layer was washed with water and dried over anhydrous magnesium sulfate, and the solvent was removed under reduced pressure to give [3-benzyloxy-... Starting materials: [OH-].[K+] (potassium hydroxide), C(C1=CC=CC=C1)OC=1C=C(C=CC1CC1=CC=C(C=C1)CC)CC#N ([3-benzyloxy-4-(4-ethylbenzyl)-phenyl]acetonitrile), O (water), Cl (hydrochloric acid). The reactants are O=C1CC[C@@]2(C)[C@@](CC[C@]3([H])[C@]2([H])CC[C@@]4(C)[C@@]3([H])CC[C@@H]4[C@@H](CCC([H])=O)C)([H])C1, O=C(SCC)C(C(O)=O)NC(C1=CC=CC=C1)=O. Reagents/catalysts: CN(C)c1ccncc1, 4Å Molecular Sieve, C1CNCCO1. The solvent is C1COCC1. Conditions: temperature 50 celsius, time 24 hour. The product is O=C1CC[C@@]2(C)[C@@](CC[C@]3([H])[C@]2([H])CC[C@@]4(C)[C@@]3([H])CC[C@@H]4[C@@H](CC/C=C(NC(C5=CC=CC=C5)=O)/C(SCC)=O)C)([H])C1. Isolated yield 82.0%. The reactants are CC(C)(C)OC(=O)CN(NC(=O)OCc1ccccc1)C(=O)C(CCC(=O)OCc1ccccc1)N1C(=O)c2ccccc2C1=O, CCN=C=NCCCN(C)C, Cl, C1CCOC1, CN(C)C=O. Yields the product CC(C)(C)OC(=O)CN1NC(=O)CCC(N2C(=O)c3ccccc3C2=O)C1=O. Reaction SMILES: [CH2:1]([O:2][C:9]([CH2:10][CH2:11][CH:12]([C:13](=[O:14])[N:15]([NH:16][C:3]([O:4][CH2:5][c:6]1[cH:7][cH:8][cH:17][cH:18][cH:19]1)=[O:20])[CH2:27][C:28](=[O:29])[O:30][C:31]([CH3:32])([CH3:33])[CH3:34])[N:35]1[C:36](=[O:45])[c:37]2[cH:38][cH:39][cH:40][cH:41][c:42]2[C:43]1=[O:44])=[O:46])[c:21]1[cH:22][cH:23][cH:24][cH:25][cH:26]1.[CH3:48][N:49]([CH3:50])[CH2:51][CH2:52][CH2:53][N:54]=[C:55]=[N:56][CH2:57][CH3:58].[ClH:47].[O:59]1[CH2:60][CH2:61][CH2:62][CH2:63]1.[O:64]=[CH:65][N:66]([CH3:67])[CH3:68]>>[C:9]1(=[O:46])[CH2:10][CH2:11][CH:12]([N:35]2[C:36](=[O:45])[c:37]3[cH:38][cH:39][cH:40][cH:41][c:42]3[C:43]2=[O:44])[C:13](=[O:14])[N:15]([CH2:27][C:28](=[O:29])[O:30][C:31]([CH3:32])([CH3:33])[CH3:34])[NH:16]1. The reactants are CO, CCOCc1cn(Cc2ccc(F)cc2F)c2cnc(C(=O)OCC)cc12, NO, [Na+], [OH-]. Product: CCOCc1cn(Cc2ccc(F)cc2F)c2cnc(C(=O)NO)cc12. Reaction SMILES: [CH3:32][OH:33].[F:1][c:2]1[c:3]([CH2:4][n:5]2[cH:6][c:7]([CH2:19][O:20][CH2:21][CH3:22])[c:8]3[c:9]2[cH:10][n:11][c:12]([C:14](=[O:15])[O:16][CH2:17][CH3:18])[cH:13]3)[cH:23][cH:24][c:25]([F:27])[cH:26]1.[NH2:28][OH:29].[Na+:31].[OH-:30]>>[F:1][c:2]1[c:3]([CH2:4][n:5]2[cH:6][c:7]([CH2:19][O:20][CH2:21][CH3:22])[c:8]3[c:9]2[cH:10][n:11][c:12]([C:14](=[O:15])[NH:28][OH:29])[cH:13]3)[cH:23][cH:24][c:25]([F:27])[cH:26]1. Starting materials: C(C)OC(C1=CC(=CC=C1)OC=1N(C(C=2NC(=NC2N1)C12CC3CC2CC(C1)C3)=O)CCC)=O (3-[8-(Hexahydro-2,5-methano-pentalen-3a-yl)-6-oxo-1-propyl-6,7-dihydro-1H-purin-2-yloxy]-benzoic acid ethyl ester), [OH-].[Na+] (sodium hydroxide). The solvent is C(C)O (ethanol), C1CCOC1 (THF). Reaction conditions: temperature 50 celsius. Yields the product C1C2CC3(CC(CC13)C2)C2=NC=1N=C(N(C(C1N2)=O)CCC)OC=2C=C(C(=O)O)C=CC2 (3-[8-(Hexahydro-2,5-methano-pentalen-3a-yl)-6-oxo-1-propyl-6,7-dihydro-1H-purin-2-yloxy]-benzoic acid). The yield is 60.1%. Reaction SMILES: C([O:3][C:4](=[O:34])[C:5]1[CH:10]=[CH:9][CH:8]=[C:7]([O:11][C:12]2[N:13]([CH2:31][CH2:32][CH3:33])[C:14](=[O:30])[C:15]3[NH:16][C:17]([C:21]45[CH2:28][CH:27]6[CH2:29][CH:23]([CH2:24][CH:25]4[CH2:26]6)[CH2:22]5)=[N:18][C:19]=3[N:20]=2)[CH:6]=1)C.[OH-].[Na+]>C(O)C.C1COCC1>[CH2:24]1[CH:25]2[C:21]3([C:17]4[NH:16][C:15]5[C:14](=[O:30])[N:13]([CH2:31][CH2:32][CH3:33])[C:12]([O:11][C:7]6[CH:6]=[C:5]([CH:10]=[CH:9][CH:8]=6)[C:4]([OH:34])=[O:3])=[N:20][C:19]=5[N:18]=4)[CH2:28][CH:27]([CH2:29][CH:23]1[CH2:22]3)[CH2:26]2 |f:1.2|. Reported procedure: To a solution of 3-[8-(Hexahydro-2,5-methano-pentalen-3a-yl)-6-oxo-1-propyl-6,7-dihydro-1H-purin-2-yloxy]-benzoic acid ethyl ester (prepared by following similar, procedure as Example 1, 0.073 g, 0.157 mmol) in a mixture of ethanol (5 ml) water (5 ml) and THF (5 ml) was added sodium hydroxide (0.019 g, 0.473 mmol) and the reaction mixture was heated at 50° C. overnight. The reaction mixture after cooling to room temperature was concentrated under vacuum to remove THF. The aqueous layer was acidi... Starting materials: Cl (hydrochloric acid), CN1N=CC2=CC(=CC=C12)[N+](=O)[O-] (1-methyl-5-nitro-1H-indazole). Reagents/catalysts: [Fe] (Iron). Solvent: C(C)O.O (ethanol water). Yields the product CN1N=CC2=CC(=CC=C12)N (1-methyl-1H-indazol-5-amine). Yield: 71.1%. Reaction SMILES: Cl.[CH3:2][N:3]1[C:11]2[C:6](=[CH:7][C:8]([N+:12]([O-])=O)=[CH:9][CH:10]=2)[CH:5]=[N:4]1>[Fe].C(O)C.O>[CH3:2][N:3]1[C:11]2[C:6](=[CH:7][C:8]([NH2:12])=[CH:9][CH:10]=2)[CH:5]=[N:4]1 |f:3.4|. Procedure: Iron (3.62 g, 64.7 mmol) and concentrated hydrochloric acid (0.1 mL) were added to ethanol/water (20 mL/20 mL), and refluxed for 1 hour. The mixed reaction solution was added with 1-methyl-5-nitro-1H-indazole (2.29 g, 12.9 mmol) obtained in <Step 1> above, and further refluxed for 3 hours or more. The reaction mixture was filtered through a Celite pad under reduced pressure, and washed with chloroform/2-propanol=4/1(v/v). The filtrate obtained was distilled under reduced pressure, and dissolved ... The reactants are CCOC(=O)c1ccc2c(c1)C(C)(C)CC(c1ccccc1NS(=O)(=O)c1ccccc1)N2, CCO, [Li+], [Na+], [OH-], [OH-], O, O. Yields the product CC1(C)CC(c2ccccc2NS(=O)(=O)c2ccccc2)Nc2ccc(C(=O)O)cc21. Reaction SMILES: [CH3:1][C:2]1([CH3:33])[CH2:3][CH:4]([c:17]2[c:18]([NH:23][S:24](=[O:25])(=[O:26])[c:27]3[cH:28][cH:29][cH:30][cH:31][cH:32]3)[cH:19][cH:20][cH:21][cH:22]2)[NH:5][c:6]2[cH:7][cH:8][c:9]([C:12](=[O:13])[O:14][CH2:15][CH3:16])[cH:10][c:11]21.[CH3:39][CH2:40][OH:41].[Li+:36].[Na+:38].[OH-:35].[OH-:37].[OH2:34].[OH2:42]>>[CH3:1][C:2]1([CH3:33])[CH2:3][CH:4]([c:17]2[c:18]([NH:23][S:24](=[O:25])(=[O:26])[c:27]3[cH:28][cH:29][cH:30][cH:31][cH:32]3)[cH:19][cH:20][cH:21][cH:22]2)[NH:5][c:6]2[cH:7][cH:8][c:9]([C:12](=[O:13])[OH:14])[cH:10][c:11]21.